From a dataset of the Open Reaction Database (ORD), a public repository of structured organic reaction records. describe an organic reaction: reactants, conditions, products, and yield Starting materials: COC(CC(CC(=O)OC)CC#N)=O (3-cyanomethyl-pentanedioic acid dimethyl ester), [H-].[H-].[H-].[H-].[Li+].[Al+3] (LiAlH4), O (H2O). Solvent: C1CCOC1 (THF). Conditions: time 30 minute. Product: OCCC(CC#N)CCO (5-hydroxy-3-(2-hydroxy-ethyl)-pentanenitrile). Isolated yield 86.0%. Reaction SMILES: C[O:2][C:3](=O)[CH2:4][CH:5]([CH2:11][C:12]#[N:13])[CH2:6][C:7](OC)=[O:8].[H-].[H-].[H-].[H-].[Li+].[Al+3].O>C1COCC1>[OH:2][CH2:3][CH2:4][CH:5]([CH2:6][CH2:7][OH:8])[CH2:11][C:12]#[N:13] |f:1.2.3.4.5.6|. Procedure: Under nitrogen atmosphere, 3-cyanomethyl-pentanedioic acid dimethyl ester (212 g) was added to a suspension of LiAlH4 (50.0 g) in THF (1.8 L) at −20° C. After stirring for 30 min., H2O (200 mL) was slowly added to the reaction mixture. The insoluble material was removed by filtration and the filtrate was concentrated under reduced pressure to obtain 5-hydroxy-3-(2-hydroxy-ethyl)-pentanenitrile (131 g). 1H NMR (200 MHz, CDCl3) δ ppm 1.38-1.91 (m, 4 H) 1.98-2.36 (m, 1 H) 2.50 (d, J=5.71 Hz, 2 H) 3... Procedure: The title compound was prepared from 3-(naphthalen-2-yl-sulfonylamino)-3-phenyl-propionic acid [Example 1, Step F] and 1-amino-indan-5-carbonitrile (Step E), using essentially the same procedure described in Example 1, Step F, yielding a white solid. MS (ESI) m/z 496 (M+H)+. Reactants: C1=C(C=CC2=CC=CC=C12)S(=O)(=O)NC(CC(=O)O)C1=CC=CC=C1 (3-(naphthalen-2-yl-sulfonylamino)-3-phenyl-propionic acid), NC1CCC2=CC(=CC=C12)C#N (1-amino-indan-5-carbonitrile). Product: C(#N)C=1C=C2CCC(C2=CC1)NC(CC(C1=CC=CC=C1)NS(=O)(=O)C1=CC2=CC=CC=C2C=C1)=O (N-(5-cyano-indan-1-yl)-3-(naphthalen-2-yl-sulfonylamino)-3-phenyl-propionamide). RXN SMILES: [CH:1]1[C:10]2[C:5](=[CH:6][CH:7]=[CH:8][CH:9]=2)[CH:4]=[CH:3][C:2]=1[S:11]([NH:14][CH:15]([C:20]1[CH:25]=[CH:24][CH:23]=[CH:22][CH:21]=1)[CH2:16][C:17](O)=[O:18])(=[O:13])=[O:12].[NH2:26][CH:27]1[C:35]2[C:30](=[CH:31][C:32]([C:36]#[N:37])=[CH:33][CH:34]=2)[CH2:29][CH2:28]1>>[C:36]([C:32]1[CH:31]=[C:30]2[C:35](=[CH:34][CH:33]=1)[CH:27]([NH:26][C:17](=[O:18])[CH2:16][CH:15]([NH:14][S:11]([C:2]1[CH:3]=[CH:4][C:9]3[C:10](=[CH:5][CH:6]=[CH:7][CH:8]=3)[CH:1]=1)(=[O:13])=[O:12])[C:20]1[CH:25]=[CH:24][CH:23]=[CH:22][CH:21]=1)[CH2:28][CH2:29]2)#[N:37]. The reactants are NC1=NOC(=C1)C (3-amino-5-methylisoxazole), N1=CC=CC=C1 (pyridine), ClCC(=O)Cl (chloroacetylchloride). Solvent: C(Cl)(Cl)Cl (chloroform). Conditions: time 1 hour. Yields the product ClCC(=O)NC1=NOC(=C1)C (3-(chloroacetamido)-5-methylisoxazole). The yield is 59.3%. As a reaction SMILES: [NH2:1][C:2]1[CH:6]=[C:5]([CH3:7])[O:4][N:3]=1.N1C=CC=CC=1.[Cl:14][CH2:15][C:16](Cl)=[O:17]>C(Cl)(Cl)Cl>[Cl:14][CH2:15][C:16]([NH:1][C:2]1[CH:6]=[C:5]([CH3:7])[O:4][N:3]=1)=[O:17]. Procedure details: To 800 ml of chloroform is added 118 grams (1.12 moles) of 3-amino-5-methylisoxazole followed by 118 grams (1.5 moles) of pyridine. To this solution is added 147 grams (1.3 moles) of chloroacetylchloride with the addition temperature maintained at 0°-10° C. The reaction is then stirred at room temperature for 1 hour, filtered and dried in a vaccum desiccator to give 116 grams (56%) of 3-(chloroacetamido)-5-methylisoxazole, mp 192°-195° C. This material is slightly irritating to the skin and due ... The product is FCCOC1=CC=C(C=N1)C(C)N (1-[6-(2-fluoroethoxy)pyridin-3-yl]ethanamine). Procedure: The title compound was synthesised according to the 2-step procedure described for the synthesis of 1-[6-(2,2,2-trifluoroethoxy)pyridin-3-yl]ethanamine starting from 6-chloronicotinonitrile and 2-fluoroethanol. As a reaction SMILES: [F:1][C:2](F)(F)[CH2:3][O:4][C:5]1[N:10]=[CH:9][C:8]([CH:11]([NH2:13])[CH3:12])=[CH:7][CH:6]=1.ClC1C=CC(C#N)=CN=1.FCCO>>[F:1][CH2:2][CH2:3][O:4][C:5]1[N:10]=[CH:9][C:8]([CH:11]([NH2:13])[CH3:12])=[CH:7][CH:6]=1. The reactants are FC(COC1=CC=C(C=N1)C(C)N)(F)F (1-[6-(2,2,2-trifluoroethoxy)pyridin-3-yl]ethanamine), ClC1=NC=C(C#N)C=C1 (6-chloronicotinonitrile), FCCO (2-fluoroethanol).